From a dataset of the Open Reaction Database (ORD), a public repository of structured organic reaction records. describe an organic reaction: reactants, conditions, products, and yield Starting materials: 1-[N-methyl-N-[(4,5-diphenyloxazol-2.-yl)methyl]amino]-2,3-dihydro-4-methoxy-1H-indene, ClCCl.B(Br)(Br)Br (boron tribromide dichloromethane), CN(CC=1OC(=C(N1)C1=CC=CC=C1)C1=CC=CC=C1)C1CCC2=C(C=CC=C12)O (1-[N-methyl-N-[(4,5-diphenyloxazol-2-yl)methyl]amino]-2,3-dihydro-4-hydroxy-1H-indene), BrCC(=O)OCC (ethyl bromoacetate), C(=O)([O-])[O-].[K+].[K+] (K2CO3). Solvent: ClCCl (dichloromethane), CN(C)C=O (DMF). Conditions: temperature 0 celsius, time 4 hour. The product is CN(CC=1OC(=C(N1)C1=CC=CC=C1)C1=CC=CC=C1)C1CCC2=C(C=CC=C12)OCC(=O)OCC (1-[N-methyl-N-[(4,5-diphenyloxazol-2-yl)methyl]amino]-2,3-dihydro-4-ethoxycarbonylmethoxy-1H-indene). Yield: 60.3%. As a reaction SMILES: ClCCl.B(Br)(Br)Br.[CH3:8][N:9]([CH:28]1[C:36]2[C:31](=[C:32]([OH:37])[CH:33]=[CH:34][CH:35]=2)[CH2:30][CH2:29]1)[CH2:10][C:11]1[O:12][C:13]([C:22]2[CH:27]=[CH:26][CH:25]=[CH:24][CH:23]=2)=[C:14]([C:16]2[CH:21]=[CH:20][CH:19]=[CH:18][CH:17]=2)[N:15]=1.Br[CH2:39][C:40]([O:42][CH2:43][CH3:44])=[O:41].C([O-])([O-])=O.[K+].[K+]>ClCCl.CN(C=O)C>[CH3:8][N:9]([CH:28]1[C:36]2[C:31](=[C:32]([O:37][CH2:39][C:40]([O:42][CH2:43][CH3:44])=[O:41])[CH:33]=[CH:34][CH:35]=2)[CH2:30][CH2:29]1)[CH2:10][C:11]1[O:12][C:13]([C:22]2[CH:27]=[CH:26][CH:25]=[CH:24][CH:23]=2)=[C:14]([C:16]2[CH:17]=[CH:18][CH:19]=[CH:20][CH:21]=2)[N:15]=1 |f:0.1,4.5.6|. Procedure details: To a solution of 1-[N-methyl-N-[(4,5-diphenyloxazol-2.-yl)methyl]amino]-2,3-dihydro-4-methoxy-1H-indene (109 mg) in dichloromethane (2 ml) was added 1M boron tribromide dichloromethane solution (1 ml) at 0° C. After being stirred for 4 hours at 0° C., the solvent was evaporated in vacuo. The residue was extracted with ethyl acetate. The mixture was washed with brine, dried over MgSO4 and evaporated in vacuo to afford crude 1-[N-methyl-N-[(4,5-diphenyloxazol-2-yl)methyl]amino]-2,3-dihydro-4-hydro... The reactants are C(CCCCCCCCCCCCCCC)NC(=O)C1=C(C2=CC=CC=C2C(=C1)OC1=C(C=CC=C1)[N+](=O)[O-])O (2-hexadecylcarbamoyl-4-(2-nitrophenoxy)-1-naphthol), Cl (hydrochloric acid). Reagents/catalysts: [Fe] (iron). Solvent: C(C)(C)O (isopropanol). Product: [OH-].NC1=C(OC2=CC(=C(C3=CC=CC=C23)O)C(NCCCCCCCCCCCCCCCC)=O)C=CC=C1 (4-(2-aminophenoxy)-2-hexadecylcarbamoyl-1-naphthol hydroxide). The yield is 118.8%. Reaction SMILES: [CH2:1]([NH:17][C:18]([C:20]1[CH:29]=[C:28]([O:30][C:31]2[CH:36]=[CH:35][CH:34]=[CH:33][C:32]=2[N+:37]([O-])=O)[C:27]2[C:22](=[CH:23][CH:24]=[CH:25][CH:26]=2)[C:21]=1[OH:40])=[O:19])[CH2:2][CH2:3][CH2:4][CH2:5][CH2:6][CH2:7][CH2:8][CH2:9][CH2:10][CH2:11][CH2:12][CH2:13][CH2:14][CH2:15][CH3:16].Cl>C(O)(C)C.[Fe]>[OH-:19].[NH2:37][C:32]1[CH:33]=[CH:34][CH:35]=[CH:36][C:31]=1[O:30][C:28]1[C:27]2[C:22](=[CH:23][CH:24]=[CH:25][CH:26]=2)[C:21]([OH:40])=[C:20]([C:18](=[O:19])[NH:17][CH2:1][CH2:2][CH2:3][CH2:4][CH2:5][CH2:6][CH2:7][CH2:8][CH2:9][CH2:10][CH2:11][CH2:12][CH2:13][CH2:14][CH2:15][CH3:16])[CH:29]=1 |f:4.5|. Reported procedure: The thus obtained 2-hexadecylcarbamoyl-4-(2-nitrophenoxy)-1-naphthol (10 g) was reduced with iron in isopropanol. The reaction mixture was filtered, condensed under reduced pressure and added with concentrated hydrochloric acid, and precipitated crystals were collected by a filtration to give 5.8 g of 4-(2-aminophenoxy)-2-hexadecylcarbamoyl-1-naphthol hydroxide. Yield: 57%. Reactants: C(C)(C)(C)OC(C1=CC=C(C=C1)CC(C(=O)OCC)C1=CC=C(C=C1)C1=CC[C@@H](CC1)C(C)(C)C)=O (4-{2-[4-(4-(R)-tert-Butylcyclohex-1-enyl)-phenyl]-2-ethoxylcarbonyl-ethyl}-benzoic acid tert-butyl ester), [OH-].[Li+] (lithium hydroxide), OP(=O)(O)[O-].[K+] (KH2PO4). The solvent is C1CCOC1 (THF), CO (MeOH), O (water). Reaction conditions: time 5 hour. Yields the product C(C)(C)(C)[C@H]1CC=C(CC1)C1=CC=C(C=C1)C(CC1=CC=C(C(=O)O)C=C1)C(=O)O (4-{2-[4-(4-(R)-tert-Butylcyclohex-1-enyl)-phenyl]-2-carboxy-ethyl}-benzoic acid). As a reaction SMILES: C([O:5][C:6](=[O:36])[C:7]1[CH:12]=[CH:11][C:10]([CH2:13][CH:14]([C:20]2[CH:25]=[CH:24][C:23]([C:26]3[CH2:31][CH2:30][C@@H:29]([C:32]([CH3:35])([CH3:34])[CH3:33])[CH2:28][CH:27]=3)=[CH:22][CH:21]=2)[C:15]([O:17]CC)=[O:16])=[CH:9][CH:8]=1)(C)(C)C.[OH-].[Li+].OP([O-])(O)=O.[K+]>C1COCC1.CO.O>[C:32]([C@@H:29]1[CH2:30][CH2:31][C:26]([C:23]2[CH:24]=[CH:25][C:20]([CH:14]([C:15]([OH:17])=[O:16])[CH2:13][C:10]3[CH:9]=[CH:8][C:7]([C:6]([OH:36])=[O:5])=[CH:12][CH:11]=3)=[CH:21][CH:22]=2)=[CH:27][CH2:28]1)([CH3:35])([CH3:33])[CH3:34] |f:1.2,3.4|. Reported procedure: To 4-{2-[4-(4-(R)-tert-Butylcyclohex-1-enyl)-phenyl]-2-ethoxylcarbonyl-ethyl}-benzoic acid tert-butyl ester (63 mg, 0.13 mmol) dissolved in a solution of THF (3 mL), MeOH (1 mL) and water (1 mL) was added lithium hydroxide (27 mg, 0.64 mmol). The solution was stirred at rt for 5 hrs then neutralized with 3M KH2PO4 and extracted with ethyl acetate. The organic portion was washed with brine, dried over Na2SO4 and concentrated under vacuum to afford crude material which was used without further pur... The reactants are C(C)(=O)N(C)CC1=CC=C(C(=O)C2=CC=CC=C2)C=C1 (4-(N-acetyl-N-methylaminomethyl)benzophenone), Cl.O (HCl water). Product: CNCC1=CC=C(C(=O)C2=CC=CC=C2)C=C1 (4-(N-methylaminomethyl)benzophenone). Isolated yield 86.3%. As a reaction SMILES: [C:1]([N:4]([CH2:6][C:7]1[CH:20]=[CH:19][C:10]([C:11]([C:13]2[CH:18]=[CH:17][CH:16]=[CH:15][CH:14]=2)=[O:12])=[CH:9][CH:8]=1)C)(=O)C.Cl.O>>[CH3:1][NH:4][CH2:6][C:7]1[CH:20]=[CH:19][C:10]([C:11]([C:13]2[CH:14]=[CH:15][CH:16]=[CH:17][CH:18]=2)=[O:12])=[CH:9][CH:8]=1 |f:1.2|. Procedure: 22 g of 4-(N-acetyl-N-methylaminomethyl)benzophenone are refluxed in 100 mL of 1:1 -HCl/water mixture (by volume) for 7 hours. From the reaction mixture there are isolated 16 g of 4-(N-methylaminomethyl)benzophenone. HNMR: δ=1.7 (1H, NH), 2.5 (3H, NCH3), 3.9 (2H, NCH2), 7.1-7.4 (9H, aromatics). The reactants are C[Si](OC(C(F)(F)F)(C)C1=CC(=C(C=C1)OC)C)(C)C (Trimethyl-[2,2,2-trifluoro-1-(4-methoxy-3-methylphenyl)-1-methylethoxy]silane), O (water), C(C)(=O)OCC (ethyl acetate), Cl (HCl). Run in C1CCOC1 (THF). Conditions: time 6 day. The product is FC(C(C)(O)C1=CC(=C(C=C1)OC)C)(F)F (1,1,1-trifluoro-2-(4-methoxy-3-methylphenyl)-propane-2-ol). Yield: 81.3%. Reaction SMILES: C[Si](C)(C)[O:3][C:4]([C:10]1[CH:15]=[CH:14][C:13]([O:16][CH3:17])=[C:12]([CH3:18])[CH:11]=1)([CH3:9])[C:5]([F:8])([F:7])[F:6].Cl.O.C(OCC)(=O)C>C1COCC1>[F:6][C:5]([F:7])([F:8])[C:4]([C:10]1[CH:15]=[CH:14][C:13]([O:16][CH3:17])=[C:12]([CH3:18])[CH:11]=1)([OH:3])[CH3:9]. Reported procedure: Trimethyl-[2,2,2-trifluoro-1-(4-methoxy-3-methylphenyl)-1-methylethoxy]silane (711 mg) was dissolved in THF (20 ml) and 1N HCl solution (20 ml) was added. After stirring at room temperature for 6 days, water and ethyl acetate were added to the reaction mixture and the organic layer was separated. The obtained organic layer was washed with brine and dried over anhydrous magnesium sulfate. After removing the drying agent, the organic layer was concentrated under reduced pressure. The residue was p... The reactants are ClC1=CC=C(C=C1)C1=NC2=C(N1)C=C(C(=C2)F)F (2-(4-chloro-phenyl)-5,6-difluoro-1H-benzoimidazole), C([O-])([O-])=O.[Cs+].[Cs+] (cesium carbonate), C(C)OC(C(C1CCCCCC1)Br)=O (bromo-cycloheptyl-acetic acid ethyl ester), O (water), C([O-])([O-])=O.[Cs+].[Cs+] (cesium carbonate), C(C)OC(C(C1CCCCCC1)Br)=O (bromo-cycloheptyl-acetic acid ethyl ester), C([O-])([O-])=O.[Cs+].[Cs+] (cesium carbonate), C(C)OC(C(C1CCCCCC1)Br)=O (bromo-cycloheptyl-acetic acid ethyl ester). Run in CN(C=O)C (N,N-dimethyl formamide), C(C)(=O)OCC (ethyl acetate). Run at temperature 100 celsius, time 1 hour. Yields the product C(C)OC(C(C1CCCCCC1)N1C(=NC2=C1C=C(C(=C2)F)F)C2=CC=C(C=C2)Cl)=O ([2-(4-Chloro-phenyl)-5,6-difluoro-benzoimidazol-1-yl]-cycloheptyl-acetic acid ethyl ester). Reaction SMILES: [Cl:1][C:2]1[CH:7]=[CH:6][C:5]([C:8]2[NH:12][C:11]3[CH:13]=[C:14]([F:18])[C:15]([F:17])=[CH:16][C:10]=3[N:9]=2)=[CH:4][CH:3]=1.C(=O)([O-])[O-].[Cs+].[Cs+].[CH2:25]([O:27][C:28](=[O:38])[CH:29](Br)[CH:30]1[CH2:36][CH2:35][CH2:34][CH2:33][CH2:32][CH2:31]1)[CH3:26].O>CN(C)C=O.C(OCC)(=O)C>[CH2:25]([O:27][C:28](=[O:38])[CH:29]([N:12]1[C:11]2[CH:13]=[C:14]([F:18])[C:15]([F:17])=[CH:16][C:10]=2[N:9]=[C:8]1[C:5]1[CH:4]=[CH:3][C:2]([Cl:1])=[CH:7][CH:6]=1)[CH:30]1[CH2:36][CH2:35][CH2:34][CH2:33][CH2:32][CH2:31]1)[CH3:26] |f:1.2.3|. Procedure details: To a solution of 2.2 g (8.31 mmol) 2-(4-chloro-phenyl)-5,6-difluoro-1H-benzoimidazole (Example 1, intermediate a) in 22 ml N,N-dimethyl formamide was added 3.2 g (9.89 mmol) cesium carbonate and 2.6 g (9.89 mmol) bromo-cycloheptyl-acetic acid ethyl ester. The reaction mixture was stirred at 100° C. for 1 hour. Then, 3.2 g (9.89 mmol) cesium carbonate and 2.6 g (9.89 mmol) bromo-cycloheptyl-acetic acid ethyl ester were added. Stirring was continued at 100° C. for another 6 hours. Another 3.2 g (9...